Dataset: the Open Reaction Database (ORD), a public repository of structured organic reaction records. Task: describe an organic reaction: reactants, conditions, products, and yield Starting materials: C(\C=C\C=C\CCCCCCCCC)(=O)Cl (trans,trans-2,4-tetradecadienoic acid chloride), NCC(=O)O (glycine), Cl (hydrochloric acid). Solvent: [OH-].[Na+] (sodium hydroxide), [OH-].[Na+] (sodium hydroxide). Run at time 15 minute. Yields the product C(\C=C\C=C\CCCCCCCCC)(=O)NCC(=O)O (trans,trans-2,4-tetradecadienoyl glycine). The yield is 63.4%. RXN SMILES: [NH2:1][CH2:2][C:3]([OH:5])=[O:4].[C:6](Cl)(=[O:20])/[CH:7]=[CH:8]/[CH:9]=[CH:10]/[CH2:11][CH2:12][CH2:13][CH2:14][CH2:15][CH2:16][CH2:17][CH2:18][CH3:19].Cl>[OH-].[Na+]>[C:6]([NH:1][CH2:2][C:3]([OH:5])=[O:4])(=[O:20])/[CH:7]=[CH:8]/[CH:9]=[CH:10]/[CH2:11][CH2:12][CH2:13][CH2:14][CH2:15][CH2:16][CH2:17][CH2:18][CH3:19] |f:3.4|. Reported procedure: In the second method, trans,trans-2,4-tetradecadienoic acid (99.6 g) was dissolved in thionyl chloride (87 ml), and the mixture was stirred at room temperature. The excessive thionyl chloride was removed by distillation to give trans,trans-2,4-tetradecadienoic acid chloride (102.0 g). To glycine (66.8 g) dissolved in an aqueous 2N sodium hydroxide solution (540 ml) were added at the same time trans,trans-2,4-tetradecadienoic acid chloride (102.0 g) and 2N sodium hydroxide (270 ml) with 1/10 port... Reactants: CC=1SC(=CC1)C1=CC=CC=C1 (2-methyl-5-phenylthiophene), BrN1C(CCC1=O)=O (N-bromosuccinimide), C(C1=CC=CC=C1)(=O)OOC(C1=CC=CC=C1)=O (dibenzoylperoxide). Solvent: C(Cl)(Cl)(Cl)Cl (CCl4). The product is BrCC=1SC(=CC1)C1=CC=CC=C1 (2-(Bromomethyl)-5-phenylthiophene). RXN SMILES: [CH3:1][C:2]1[S:3][C:4]([C:7]2[CH:12]=[CH:11][CH:10]=[CH:9][CH:8]=2)=[CH:5][CH:6]=1.[Br:13]N1C(=O)CCC1=O.C(OOC(=O)C1C=CC=CC=1)(=O)C1C=CC=CC=1>C(Cl)(Cl)(Cl)Cl>[Br:13][CH2:1][C:2]1[S:3][C:4]([C:7]2[CH:8]=[CH:9][CH:10]=[CH:11][CH:12]=2)=[CH:5][CH:6]=1. Reported procedure: To a boiling solution of 2-methyl-5-phenylthiophene (2g) in dry CCl4 (100 ml) was rapidly added N-bromosuccinimide (1.94 g) and dibenzoylperoxide (0.15 g). After heating under reflux for 30 min., the mixture was cooled and filtered. Evaporation in vacuo gave the title compound as an oil (1.5 g). Reactants: C(C)OC(CCCOC1=C(C(=C(C=C1)C(C)=O)OCCCOC1=C(C(=C(C=C1)C(C)=O)O)CCC)CCC)=O (4-[4-acetyl-3-[3-(4-acetyl-3-hydroxy-2-propylphenoxy)propoxy]-2-propylphenoxy]butanoic acid ethyl ester). The solvent is CO (methanol), [OH-].[Na+] (sodium hydroxide). Product: C(C)(=O)C1=C(C(=C(OCCCC(=O)O)C=C1)CCC)OCCCOC1=C(C(=C(C=C1)C(C)=O)O)CCC (4-[4-acetyl-3-[3-(4-acetyl-3-hydroxy-2-propylphenoxy)propoxy]-2-propylphenoxy]butanoic acid). RXN SMILES: C([O:3][C:4](=[O:39])[CH2:5][CH2:6][CH2:7][O:8][C:9]1[CH:14]=[CH:13][C:12]([C:15](=[O:17])[CH3:16])=[C:11]([O:18][CH2:19][CH2:20][CH2:21][O:22][C:23]2[CH:28]=[CH:27][C:26]([C:29](=[O:31])[CH3:30])=[C:25]([OH:32])[C:24]=2[CH2:33][CH2:34][CH3:35])[C:10]=1[CH2:36][CH2:37][CH3:38])C>CO.[OH-].[Na+]>[C:15]([C:12]1[CH:13]=[CH:14][C:9]([O:8][CH2:7][CH2:6][CH2:5][C:4]([OH:39])=[O:3])=[C:10]([CH2:36][CH2:37][CH3:38])[C:11]=1[O:18][CH2:19][CH2:20][CH2:21][O:22][C:23]1[CH:28]=[CH:27][C:26]([C:29](=[O:31])[CH3:30])=[C:25]([OH:32])[C:24]=1[CH2:33][CH2:34][CH3:35])(=[O:17])[CH3:16] |f:2.3|. Reported procedure: A solution of 6.22 g of 4-[4-acetyl-3-[3-(4-acetyl-3-hydroxy-2-propylphenoxy)propoxy]-2-propylphenoxy]butanoic acid ethyl ester in 100 ml of methanol and 57 ml of 1N sodium hydroxide was stirred at reflux for 2 hours. The solvent was removed in vacuo and the pH of the residue was adjusted to 2.0 with 6N hydrochloric acid. The solid was filtered and dried to give 5.16 g (87%), mp 96°-99°, 4-[4-acetyl-3-[3-(4-acetyl-3-hydroxy-2-propylphenoxy)propoxy]-2-propylphenoxy]butanoic acid. The reactants are ClC1=NC=C(C=N1)C (2-chloro-5-methyl-pyrimidine), OC1CCNCC1 (4-hydroxy-piperidine), Intermediate 37. The product is CC=1C=NC(=NC1)N1CCC(CC1)O (1-(5-Methyl-pyrimidin-2-yl)-piperidin-4-ol). As a reaction SMILES: Cl[C:2]1[N:7]=[CH:6][C:5]([CH3:8])=[CH:4][N:3]=1.[OH:9][CH:10]1[CH2:15][CH2:14][NH:13][CH2:12][CH2:11]1>>[CH3:8][C:5]1[CH:4]=[N:3][C:2]([N:13]2[CH2:14][CH2:15][CH:10]([OH:9])[CH2:11][CH2:12]2)=[N:7][CH:6]=1. Procedure details: The title compound is prepared from 2-chloro-5-methyl-pyrimidine and 4-hydroxy-piperidine following a procedure analogous to that described in Intermediate 37. LC (method 1): tR=0.48 min; Mass spectrum (ESI+): m/z=194 [M+H]+. Reactants: COC(C1=CC(=NC(=C1)C)CO)=O (2-hydroxymethyl-6-methyl-isonicotinic acid methyl ester). Solvent: Cl (HCl). Yields the product OCC=1C=C(C(=O)O)C=C(N1)C (2-Hydroxymethyl-6-methyl-isonicotinic acid). The yield is 104.0%. RXN SMILES: C[O:2][C:3](=[O:13])[C:4]1[CH:9]=[C:8]([CH3:10])[N:7]=[C:6]([CH2:11][OH:12])[CH:5]=1>Cl>[OH:12][CH2:11][C:6]1[CH:5]=[C:4]([CH:9]=[C:8]([CH3:10])[N:7]=1)[C:3]([OH:13])=[O:2]. Procedure: A solution of 2-hydroxymethyl-6-methyl-isonicotinic acid methyl ester (500 mg, 2.76 mmol) in 32% aq. HCl (10 mL) is stirred at 60° C. for 5 h before it is evaporated and dried under HV to give the title compound as a yellow solid (480 mg); LC-MS: tR=0.16 min, [M+1]+=168.04. Reactants: C(C)(=O)OC (methyl acetate), BrC=1C=CC(=C(C1)/C(/C(F)F)=N\[S@@](=O)C(C)(C)C)F ((S,E)-N-(1-(5-bromo-2-fluorophenyl)-2,2-difluoroethylidene)-2-methylpropane-2-sulfinamide), C(C)(C)NC(C)C (diisopropylamine). Yields the product BrC=1C=CC(=C(C1)C(CC(=O)OC)(C(F)F)N[S@@](=O)C(C)(C)C)F (methyl 3-(5-bromo-2-fluorophenyl)-3-((S)-1,1-dimethylethylsulfinamido)-4,4-difluorobutanoate). The reagents and catalysts are CC([O-])C.CC([O-])C.CC([O-])C.Cl[Ti+3] (chlorotitanium triisopropoxide). Conditions: time 15 minute. Procedure: A solution of diisopropylamine (6.52 g, 9.19 ml, 64.5 mmol) in tetrahydrofuran (115 ml) was treated dropwise at −70° C. with n-butylithium (1.6 M in hexane) (40.3 ml, 64.5 mmol) and stirring was continued for 15 minutes at −70° C. The solution was treated with methyl acetate (4.77 g, 5.13 ml, 64.5 mmol) and after 30 minutes chlorotitanium triisopropoxide (0.85 M in tetrahydrofuran) (85.7 ml, 72.85 mmol) was added dropwise After stirring at −70° C. for 30 min., the mixture was treated with a solu... The yield is 70.9%. Solvent: O1CCCC1 (tetrahydrofuran), O1CCCC1 (tetrahydrofuran), CCCCCC (hexane). Reaction SMILES: C(NC(C)C)(C)C.[C:8]([O:11][CH3:12])(=[O:10])[CH3:9].[Br:13][C:14]1[CH:15]=[CH:16][C:17]([F:31])=[C:18](/[C:20](=[N:24]\[S@:25]([C:27]([CH3:30])([CH3:29])[CH3:28])=[O:26])/[CH:21]([F:23])[F:22])[CH:19]=1>O1CCCC1.CCCCCC.CC(C)[O-].CC(C)[O-].CC(C)[O-].Cl[Ti+3]>[Br:13][C:14]1[CH:15]=[CH:16][C:17]([F:31])=[C:18]([C:20]([NH:24][S@:25]([C:27]([CH3:29])([CH3:28])[CH3:30])=[O:26])([CH:21]([F:23])[F:22])[CH2:9][C:8]([O:11][CH3:12])=[O:10])[CH:19]=1 |f:5.6.7.8|.